Dataset: the Open Reaction Database (ORD), a public repository of structured organic reaction records. Task: describe an organic reaction: reactants, conditions, products, and yield Solvent: O1CCCC1 (tetrahydrofuran). The product is N1(C=NC=C1)C(=O)N1CCCC2=CC=CC=C12 (1(1H-Imidazol-1-ylcarbonyl)-1,2,3,4-tetrahydroquinoline). As a reaction SMILES: [C:1]([N:8]1[CH:12]=[CH:11][N:10]=[CH:9]1)([N:3]1[CH:7]=[CH:6]N=[CH:4]1)=[O:2].N1C2[C:17](=[CH:18][CH:19]=CC=2)[CH2:16][CH2:15][CH2:14]1>O1CCCC1>[N:8]1([C:1]([N:3]2[C:4]3[C:18](=[CH:17][CH:16]=[CH:15][CH:14]=3)[CH2:19][CH2:6][CH2:7]2)=[O:2])[CH:12]=[CH:11][N:10]=[CH:9]1. Reactants: C(=O)(N1C=NC=C1)N1C=NC=C1 (1,1′-carbonyldimidazole), N1CCCC2=CC=CC=C12 (1,2,3,4-tetrahydroquinoline). Procedure details: 15.4 g of 1,1′-carbonyldimidazole, 125 ml of tetrahydrofuran and 9.43 ml of 1,2,3,4-tetrahydroquinoline are introduced into a 500 ml round-bottomed flask. The reaction medium is brought to reflux for 20 hours. The solvent is evaporated under reduced pressure and the residue is taken up in ethyl acetate and then washed with water. The organic phase is dried over sodium sulfate and the solvent is evaporated under reduced pressure to result in 16.04 g of 1-(1H-imidazol-1-ylcarbonyl)-1,2,3,4-tetrahy... RXN SMILES: C(OC([N:8]1[CH2:13][CH2:12][N:11]([C:14]2[CH:19]=[C:18]([NH2:20])[CH:17]=[CH:16][CH:15]=2)[CH2:10][CH2:9]1)=O)(C)(C)C.[F:21][C:22]1([F:35])[O:26][C:25]2[CH:27]=[CH:28][CH:29]=[C:30]([S:31]([Cl:34])(=[O:33])=[O:32])[C:24]=2[O:23]1>>[ClH:34].[N:11]1([C:14]2[CH:19]=[C:18]([NH:20][S:31]([C:30]3[C:24]4[O:23][C:22]([F:35])([F:21])[O:26][C:25]=4[CH:27]=[CH:28][CH:29]=3)(=[O:32])=[O:33])[CH:17]=[CH:16][CH:15]=2)[CH2:10][CH2:9][NH:8][CH2:13][CH2:12]1 |f:2.3|. Procedure details: The compound was prepared as described for Example 28 by reaction of 4-(5-aminophenyl)-piperazine-1-carboxylic acid tert-butyl ester with commercially available 2,2-Difluorobenzo[1,3]dioxole-4-sulfonyl chloride followed by deprotection under acidic conditions. The product is Cl.N1(CCNCC1)C=1C=C(C=CC1)NS(=O)(=O)C1=CC=CC=2OC(OC21)(F)F (2,2-Difluoro-benzo[1,3]dioxole-4-sulfonic acid (3-piperazin-1-yl-phenyl)-amide Hydrochloride). The reactants are C(C)(C)(C)OC(=O)N1CCN(CC1)C1=CC=CC(=C1)N (4-(5-aminophenyl)-piperazine-1-carboxylic acid tert-butyl ester), FC1(OC2=C(O1)C=CC=C2S(=O)(=O)Cl)F (2,2-Difluorobenzo[1,3]dioxole-4-sulfonyl chloride). Reactants: BrCCOCCBr, CC(C)(C)[O-], N#CCc1ccc(F)c(F)c1, [Na+], CN(C)C=O. Product: N#CC1(c2ccc(F)c(F)c2)CCOCC1. As a reaction SMILES: [Br:12][CH2:13][CH2:14][O:15][CH2:16][CH2:17][Br:18].[CH3:19][C:20]([O-:21])([CH3:22])[CH3:23].[F:1][c:2]1[cH:3][c:4]([CH2:9][C:10]#[N:11])[cH:5][cH:6][c:7]1[F:8].[Na+:24].[O:25]=[CH:26][N:27]([CH3:28])[CH3:29]>>[F:1][c:2]1[cH:3][c:4]([C:9]2([C:10]#[N:11])[CH2:13][CH2:14][O:15][CH2:16][CH2:17]2)[cH:5][cH:6][c:7]1[F:8].